Dataset: the Open Reaction Database (ORD), a public repository of structured organic reaction records. Task: describe an organic reaction: reactants, conditions, products, and yield The reactants are COc1ccc(CSC(=N)CC#N)cc1, CCOC(C)=O, O=C(N=C=S)Oc1ccccc1. The product is COc1ccc(CSC(=N)C(C#N)=C(S)NC(=O)Oc2ccccc2)cc1. Reaction SMILES: [CH3:1][O:2][c:3]1[cH:4][cH:5][c:6]([CH2:7][S:8][C:9]([CH2:10][C:11]#[N:12])=[NH:13])[cH:14][cH:15]1.[CH3:28][CH2:29][O:30][C:31](=[O:32])[CH3:33].[O:16]([c:17]1[cH:18][cH:19][cH:20][cH:21][cH:22]1)[C:23](=[O:24])[N:25]=[C:26]=[S:27]>>[CH3:1][O:2][c:3]1[cH:4][cH:5][c:6]([CH2:7][S:8][C:9]([C:10]([C:11]#[N:12])=[C:26]([NH:25][C:23]([O:16][c:17]2[cH:18][cH:19][cH:20][cH:21][cH:22]2)=[O:24])[SH:27])=[NH:13])[cH:14][cH:15]1. The reactants are Br, CCO, COc1ccc(-c2cc(C)c(N)c(C=O)c2)cn1. Reaction SMILES: [BrH:19].[CH3:20][CH2:21][OH:22].[NH2:1][c:2]1[c:3]([CH:4]=[O:5])[cH:6][c:7](-[c:11]2[cH:12][cH:13][c:14]([O:17][CH3:18])[n:15][cH:16]2)[cH:8][c:9]1[CH3:10]>>[NH2:1][c:2]1[c:3]([CH:4]=[O:5])[cH:6][c:7](-[c:11]2[cH:12][cH:13][c:14]([OH:17])[n:15][cH:16]2)[cH:8][c:9]1[CH3:10]. The product is Cc1cc(-c2ccc(O)nc2)cc(C=O)c1N.